describe an organic reaction: reactants, conditions, products, and yield From a dataset of the Open Reaction Database (ORD), a public repository of structured organic reaction records. The reactants are OO (hydrogen peroxide), FC(C(=C(F)F)F)(F)F (hexafluoropropene), C1=CC=CC1 (cyclopentadiene), S(O)(O)(=O)=O (sulfuric acid), O (water). Reagents/catalysts: catalyst. Reaction conditions: temperature 60 celsius, time 6 hour. Yields the product OC1C2C(C(C(C1O)C2)(C(F)(F)F)F)(F)F (2,3-dihydroxy-5,6,6-trifluoro-5-(trifluoromethyl)bicyclo[2.2.1]heptane). Reaction SMILES: [F:1][C:2]([F:9])([F:8])[C:3]([F:7])=[C:4]([F:6])[F:5].[CH:10]1[CH2:14][CH:13]=[CH:12][CH:11]=1.S(=O)(=O)(O)[OH:16].OO.[OH2:22]>>[OH:22][CH:11]1[CH:10]([OH:16])[CH:14]2[CH2:13][CH:12]1[C:4]([F:6])([F:5])[C:3]2([F:7])[C:2]([F:9])([F:8])[F:1]. Procedure details: 4.3 g (20 mmol) of the Diels-Alder reaction product of hexafluoropropene and cyclopentadiene are mixed with 10 ml of water, 1 ml of 30 percent strength sulfuric acid and 400 mg of the catalyst [CH3N(C8H17)3 ][PO4 {W(O)(O2)2 }4 ]whose preparation is described in Synthesis 296 (1989), and the mixture is heated to 60° C. 1.7 ml (40 mmol) of 70 percent strength hydrogen peroxide is then added, and the emulsion is kept at 60° C. for 6 hours. Upon cooling, a white solid precipitates which is filtered ...